From a dataset of the Open Reaction Database (ORD), a public repository of structured organic reaction records. describe an organic reaction: reactants, conditions, products, and yield Starting materials: [BH3-]C#N, CO, Cl, Cl, CC(C)(C)OC(=O)n1cc(C=O)c2c(F)cccc21, [Na+], NC(=O)c1cnc[nH]1. Yields the product CC(C)(C)OC(=O)n1cc(CNc2nc[nH]c2C(N)=O)c2c(F)cccc21. RXN SMILES: [C:30](#[N:31])[BH3-:32].[CH3:34][OH:35].[ClH:20].[ClH:21].[F:1][c:2]1[c:3]2[c:4]([CH:18]=[O:19])[cH:5][n:6]([C:11](=[O:12])[O:13][C:14]([CH3:15])([CH3:16])[CH3:17])[c:7]2[cH:8][cH:9][cH:10]1.[Na+:33].[nH:22]1[cH:23][n:24][cH:25][c:26]1[C:27](=[O:28])[NH2:29]>>[F:1][c:2]1[c:3]2[c:4]([CH2:18][NH:31][c:25]3[n:24][cH:23][nH:22][c:26]3[C:27](=[O:28])[NH2:29])[cH:5][n:6]([C:11](=[O:12])[O:13][C:14]([CH3:15])([CH3:16])[CH3:17])[c:7]2[cH:8][cH:9][cH:10]1.